This data is from the Open Reaction Database (ORD), a public repository of structured organic reaction records. The task is: describe an organic reaction: reactants, conditions, products, and yield Starting materials: ClC1=C(C(=CC=C1)C)C(=O)N[C@@H](CC1=CC=C(C=C1)C=1C(N(C(N(C1C)C)=O)C)=O)C(=O)O (N-[(2-chloro-6-methylphenyl)carbonyl]-4-(1,3,6-trimethyl-2,4-dioxo-5-pyrimidinyl)-L-phenylalanine), Cl.C(C)N(CC)CCCl ((N,N-diethyl)aminoethyl chloride hydrochloride). Product: C(C)N(CC)CCOC([C@@H](NC(=O)C1=C(C=CC=C1C)Cl)CC1=CC=C(C=C1)C=1C(N(C(N(C1C)C)=O)C)=O)=O (N-[(2-chloro-6-methylphenyl)carbonyl]-4-(1,3,6-trimethyl-2,4-dioxo-5-pyrimidinyl)-L-phenylalanine 2-[(N,N-diethyl)amino]ethyl ester). Reaction SMILES: [Cl:1][C:2]1[CH:7]=[CH:6][CH:5]=[C:4]([CH3:8])[C:3]=1[C:9]([NH:11][C@H:12]([C:31]([OH:33])=[O:32])[CH2:13][C:14]1[CH:19]=[CH:18][C:17]([C:20]2[C:21](=[O:30])[N:22]([CH3:29])[C:23](=[O:28])[N:24]([CH3:27])[C:25]=2[CH3:26])=[CH:16][CH:15]=1)=[O:10].Cl.[CH2:35]([N:37]([CH2:40][CH2:41]Cl)[CH2:38][CH3:39])[CH3:36]>>[CH2:35]([N:37]([CH2:40][CH2:41][O:32][C:31](=[O:33])[C@H:12]([CH2:13][C:14]1[CH:15]=[CH:16][C:17]([C:20]2[C:21](=[O:30])[N:22]([CH3:29])[C:23](=[O:28])[N:24]([CH3:27])[C:25]=2[CH3:26])=[CH:18][CH:19]=1)[NH:11][C:9]([C:3]1[C:4]([CH3:8])=[CH:5][CH:6]=[CH:7][C:2]=1[Cl:1])=[O:10])[CH2:38][CH3:39])[CH3:36] |f:1.2|. Procedure: N-[(2-chloro-6-methylphenyl)carbonyl]-4-(1,3,6-trimethyl-2,4-dioxo-5-pyrimidinyl)-L-phenylalanine 2-[(N,N-diethyl)amino]ethyl ester was prepared from N-[(2-chloro-6-methylphenyl)carbonyl]-4-(1,3,6-trimethyl-2,4-dioxo-5-pyrimidinyl)-L-phenylalanine and 2-[(N,N-diethyl)aminoethyl chloride hydrochloride using the general procedure described in example 28 and was obtained as an amorphous white solid. ES-HRMS m/e calcd for C30H37ClN4O5 (M+H) 569.2525, found 569.2530. Reactants: Oc1cncc(Cl)c1, O=[N+]([O-])c1ccc(Cl)cc1Cl. Product: O=[N+]([O-])c1ccc(Oc2cncc(Cl)c2)cc1Cl. RXN SMILES: [Cl:1][c:2]1[cH:3][c:4]([OH:8])[cH:5][n:6][cH:7]1.[Cl:9][c:10]1[c:11]([N+:17](=[O:18])[O-:19])[cH:12][cH:13][c:14]([Cl:16])[cH:15]1>>[Cl:1][c:2]1[cH:3][c:4]([O:8][c:14]2[cH:13][cH:12][c:11]([N+:17](=[O:18])[O-:19])[c:10]([Cl:9])[cH:15]2)[cH:5][n:6][cH:7]1. Starting materials: B, CC(C)(C)OC(=O)N1CC=C(c2ccc(CCCOCc3ccccc3)nc2)CC1, COCCOC, [K+], C1CCOC1, [OH-], O, OO. Product: CC(C)(C)OC(=O)N1CCC(c2ccc(CCCOCc3ccccc3)nc2)C(O)C1. RXN SMILES: [BH3:36].[CH2:1]([c:2]1[cH:3][cH:4][cH:5][cH:6][cH:7]1)[O:8][CH2:9][CH2:10][CH2:11][c:12]1[cH:13][cH:14][c:15]([C:18]2=[CH:23][CH2:22][N:21]([C:24](=[O:25])[O:26][C:27]([CH3:28])([CH3:29])[CH3:30])[CH2:20][CH2:19]2)[cH:16][n:17]1.[CH3:41][O:42][CH2:43][CH2:44][O:45][CH3:46].[K+:38].[O:31]1[CH2:32][CH2:33][CH2:34][CH2:35]1.[OH-:37].[OH2:47].[OH:39][OH:40]>>[CH2:1]([c:2]1[cH:3][cH:4][cH:5][cH:6][cH:7]1)[O:8][CH2:9][CH2:10][CH2:11][c:12]1[cH:13][cH:14][c:15]([CH:18]2[CH2:19][CH2:20][N:21]([C:24](=[O:25])[O:26][C:27]([CH3:28])([CH3:29])[CH3:30])[CH2:22][CH:23]2[OH:31])[cH:16][n:17]1. Starting materials: CCC(C)=O, COCCl, CC(C)N1CCCC1. The product is COC[N+]1(C(C)C)CCCC1, [Cl-]. RXN SMILES: [CH3:13][C:14](=[O:15])[CH2:16][CH3:17].[CH3:9][O:10][CH2:11][Cl:12].[CH:1]([CH3:2])([CH3:3])[N:4]1[CH2:5][CH2:6][CH2:7][CH2:8]1>>[CH:1]([CH3:2])([CH3:3])[N+:4]1([CH2:11][O:10][CH3:9])[CH2:5][CH2:6][CH2:7][CH2:8]1.[Cl-:12].